describe an organic reaction: reactants, conditions, products, and yield From a dataset of the Open Reaction Database (ORD), a public repository of structured organic reaction records. The solvent is C(C)(=O)OCC (ethyl acetate), C(Cl)Cl (methylene chloride). Reported procedure: 0.60 g of (2S, 4S)-2-(3-aminoazetidin-1-ylcarbonyl]-4-(4-methoxybenzylthio)-1-methylpyrrolidine [prepared as described in step (a) above] was dissolved in 18 ml of methylene chloride, and 0.38 ml of diisopropylethylamine and 0.46 g of p-nitrobenzyl chloroformate were added to the resulting solution, whilst ice-cooling, after which the mixture was stirred at the same temperature for 30 minutes. At the end of this time, the reaction mixture was diluted with ethyl acetate and washed with water and ... Reaction conditions: time 30 minute. Reaction SMILES: [NH2:1][CH:2]1[CH2:5][N:4]([C:6]([C@@H:8]2[CH2:12][C@H:11]([S:13][CH2:14][C:15]3[CH:20]=[CH:19][C:18]([O:21][CH3:22])=[CH:17][CH:16]=3)[CH2:10][N:9]2[CH3:23])=[O:7])[CH2:3]1.C(N(C(C)C)CC)(C)C.Cl[C:34]([O:36][CH2:37][C:38]1[CH:43]=[CH:42][C:41]([N+:44]([O-:46])=[O:45])=[CH:40][CH:39]=1)=[O:35]>C(Cl)Cl.C(OCC)(=O)C>[CH3:22][O:21][C:18]1[CH:17]=[CH:16][C:15]([CH2:14][S:13][C@@H:11]2[CH2:10][N:9]([CH3:23])[C@H:8]([C:6]([N:4]3[CH2:5][CH:2]([NH:1][C:34]([O:36][CH2:37][C:38]4[CH:39]=[CH:40][C:41]([N+:44]([O-:46])=[O:45])=[CH:42][CH:43]=4)=[O:35])[CH2:3]3)=[O:7])[CH2:12]2)=[CH:20][CH:19]=1. Yield: 92.4%. Starting materials: C(C)(C)N(CC)C(C)C (diisopropylethylamine), ClC(=O)OCC1=CC=C(C=C1)[N+](=O)[O-] (p-nitrobenzyl chloroformate), NC1CN(C1)C(=O)[C@H]1N(C[C@H](C1)SCC1=CC=C(C=C1)OC)C ((2S, 4S)-2-(3-aminoazetidin-1-ylcarbonyl]-4-(4-methoxybenzylthio)-1-methylpyrrolidine). The product is COC1=CC=C(CS[C@H]2C[C@H](N(C2)C)C(=O)N2CC(C2)NC(=O)OCC2=CC=C(C=C2)[N+](=O)[O-])C=C1 ((2S, 4S)-4-(4-Methoxybenzylthio)-1-methyl-2-[3-(4-nitrobenzyloxycarbonylamino)azetidin-1-ylcarbonyl]pyrrolidine). Reactants: [H-].[Na+] (Sodium hydride), ClC1=NC(=NC(=C1)Cl)S(=O)(=O)C (4,6-Dichloro-2-(methylsulfonyl)pyrimidine), OC1=CC=C(CNC(OC(C)(C)C)=O)C=C1 (tert-butyl 4-hydroxybenzylcarbamate), 15-crown-5-ether, [Cl-].[NH4+] (ammonium chloride). The solvent is COCCOC (1,2-dimethoxyethane). RXN SMILES: [H-].[Na+].[OH:3][C:4]1[CH:18]=[CH:17][C:7]([CH2:8][NH:9][C:10](=[O:16])[O:11][C:12]([CH3:15])([CH3:14])[CH3:13])=[CH:6][CH:5]=1.[Cl:19][C:20]1[CH:25]=[C:24]([Cl:26])[N:23]=[C:22](S(C)(=O)=O)[N:21]=1.[Cl-].[NH4+]>COCCOC>[C:12]([O:11][C:10](=[O:16])[NH:9][CH2:8][C:7]1[CH:17]=[CH:18][C:4]([O:3][C:22]2[N:23]=[C:24]([Cl:26])[CH:25]=[C:20]([Cl:19])[N:21]=2)=[CH:5][CH:6]=1)([CH3:14])([CH3:15])[CH3:13] |f:0.1,4.5|. Procedure: 60% Sodium hydride (394 mg) was suspended in 1,2-dimethoxyethane (20 mL), and tert-butyl 4-hydroxybenzylcarbamate (1 g) and 15-crown-5-ether (1.09 g) were added thereto, followed by stirring at room temperature for 30 minutes. 4,6-Dichloro-2-(methylsulfonyl)pyrimidine was added thereto, followed by stirring at 80° C. overnight. The reaction solution was cooled to room temperature and then an aqueous ammonium chloride solution (50 mL) was added thereto, followed by extraction with ethyl acetate. ... Run at time 30 minute. Yields the product C(C)(C)(C)OC(NCC1=CC=C(C=C1)OC1=NC(=CC(=N1)Cl)Cl)=O (tert-butyl{-4-[(4,6-dichloropyrimidin-2-yl)oxy]benzyl}carbamate). The reactants are C(#N)C=1C(=NC2=CC=C(C=C2C1C1=CC=C(C=C1)C)NCC(=O)OC(C)(C)C)CC(C)C (tert-butyl N-[3-cyano-2-isobutyl-4-(4-methylphenyl)quinolin-6-yl]glycinate), FC(C(=O)O)(F)F (trifluoroacetic acid), CI (methyl iodide), C([O-])([O-])=O.[K+].[K+] (potassium carbonate). Conditions: time 6 hour. Run in O1CCCC1 (tetrahydrofuran). The product is C(#N)C=1C(=NC2=CC=C(C=C2C1C1=CC=C(C=C1)C)NCC(=O)OC)CC(C)C (methyl N-[3-cyano-2-isobutyl-4-(4-methylphenyl)quinolin-6-yl]glycinate). RXN SMILES: [C:1]([C:3]1[C:4]([CH2:29][CH:30]([CH3:32])[CH3:31])=[N:5][C:6]2[C:11]([C:12]=1[C:13]1[CH:18]=[CH:17][C:16]([CH3:19])=[CH:15][CH:14]=1)=[CH:10][C:9]([NH:20][CH2:21][C:22]([O:24][C:25](C)(C)C)=[O:23])=[CH:8][CH:7]=2)#[N:2].FC(F)(F)C(O)=O.CI.C(=O)([O-])[O-].[K+].[K+]>O1CCCC1>[C:1]([C:3]1[C:4]([CH2:29][CH:30]([CH3:32])[CH3:31])=[N:5][C:6]2[C:11]([C:12]=1[C:13]1[CH:14]=[CH:15][C:16]([CH3:19])=[CH:17][CH:18]=1)=[CH:10][C:9]([NH:20][CH2:21][C:22]([O:24][CH3:25])=[O:23])=[CH:8][CH:7]=2)#[N:2] |f:3.4.5|. Reported procedure: To a solution of tert-butyl N-[3-cyano-2-isobutyl-4-(4-methylphenyl)quinolin-6-yl]glycinate (3.0 g, 7.0 mmol) in tetrahydrofuran (10 ml) was added trifluoroacetic acid (820 ml), and the mixture was stirred at room temperature for 6 hrs. The reaction mixture was concentrated under reduced pressure and the residue was partitioned between ethyl-acetate and water. The aqueous layer was extracted with ethyl acetate. The organic layer and the extract were combined, washed with saturated brine and drie... The yield is 59.0%. Reactants: O=C(O)c1cc(Cl)cc(Cl)n1, NCc1ccc(Br)cc1. Reagents/catalysts: CCOC(=O)C(=NO[P+](N1CCCC1)(N2CCCC2)N3CCCC3)C#N.F[P-](F)(F)(F)(F)F (PyOxim), CCN(C(C)C)C(C)C (DIPEA). Run in CN(C)C=O (DMF), CN(C)C=O (DMF), CN(C)C=O (DMF), CN(C)C=O (DMF), CN(C)C=O (DMF), CN(C)C=O (DMF). Run at temperature 25 celsius, time 2 hour. Yields the product O=C(NCc1ccc(Br)cc1)c1cc(Cl)cc(Cl)n1. Isolated yield 54.6%. As a reaction SMILES: NCc1ccc(Br)cc1.O=C(O)c1cc(Cl)cc(Cl)n1.CCOC(=O)C(=NO[P+](N1CCCC1)(N2CCCC2)N3CCCC3)C#N.F[P-](F)(F)(F)(F)F.CCN(C(C)C)C(C)C.CN(C)C=O>>O=C(NCc1ccc(Br)cc1)c1cc(Cl)cc(Cl)n1. Reactants: Cl.COC=1C=CC=C2CC[C@@H]([C@@H](C12)CCC)NCCC.CON (methoxy-amine cis(+-)-1,2,3,4-tetrahydro-8-methoxy-N,1-di-propyl-2-naphthalenamine hydrochloride), [OH-].[Na+] (sodium hydroxide). The solvent is Br (hydrobromic acid). The product is Cl.C(CC)[C@@H]1[C@@H](CCC=2C=CC=C(C12)O)NCCC (Cis(+-)-5,6,7,8-Tetrahydro-8-propyl-7-(propylamino)-1-naphthalenol hydrochloride). The yield is 63.4%. As a reaction SMILES: [ClH:1].C[O:3][C:4]1[CH:5]=[CH:6][CH:7]=[C:8]2[C:13]=1[C@@H:12]([CH2:14][CH2:15][CH3:16])[C@@H:11]([NH:17][CH2:18][CH2:19][CH3:20])[CH2:10][CH2:9]2.CON.[OH-].[Na+]>Br>[ClH:1].[CH2:14]([C@H:12]1[C:13]2[C:4]([OH:3])=[CH:5][CH:6]=[CH:7][C:8]=2[CH2:9][CH2:10][C@H:11]1[NH:17][CH2:18][CH2:19][CH3:20])[CH2:15][CH3:16] |f:0.1.2,3.4,6.7|. Procedure: A solution of 0.57 g (2.0 mmol) methoxy-amine cis(+-)-1,2,3,4-tetrahydro-8-methoxy-N,1-di-propyl-2-naphthalenamine hydrochloride in 10 mL 48% hydrobromic acid was refluxed (bath temperature, 120° C.) for eight hours. TLC analysis showed no starting material remaining. The mixture was cooled to room temperature, treated with 20% sodium hydroxide to pH 7-8, and extracted with ethyl acetate. The organic layer was washed with brine, dried (MgSO4), filtered, and concentrated in vacuo. The oil was con... Product: COc1ccc(C2(C#Cc3ccc(OCCO)cc3)CCC(=O)CC2)cc1OC1CCCC1. The reactants are COc1ccc(C2(C#Cc3ccc(OCCO)cc3)CCC3(CC2)OCCO3)cc1OC1CCCC1, Cl, C1CCOC1, O. Reaction SMILES: [CH:1]1([O:6][c:7]2[cH:8][c:9]([C:15]3([C:25]#[C:26][c:27]4[cH:28][cH:29][c:30]([O:33][CH2:34][CH2:35][OH:36])[cH:31][cH:32]4)[CH2:16][CH2:17][C:18]4([CH2:19][CH2:20]3)[O:21][CH2:24][CH2:23][O:22]4)[cH:10][cH:11][c:12]2[O:13][CH3:14])[CH2:2][CH2:3][CH2:4][CH2:5]1.[ClH:37].[O:39]1[CH2:40][CH2:41][CH2:42][CH2:43]1.[OH2:38]>>[CH:1]1([O:6][c:7]2[cH:8][c:9]([C:15]3([C:25]#[C:26][c:27]4[cH:28][cH:29][c:30]([O:33][CH2:34][CH2:35][OH:36])[cH:31][cH:32]4)[CH2:16][CH2:17][C:18](=[O:21])[CH2:19][CH2:20]3)[cH:10][cH:11][c:12]2[O:13][CH3:14])[CH2:2][CH2:3][CH2:4][CH2:5]1. Reactants: ClC1=CN=C(S1)NC(N(C1CCNCC1)[C@@H]1CC[C@H](CC1)C)=O (3-(5-chloro-thiazol-2-yl)-1-(trans-4-methyl-cyclohexyl)-1-piperidin-4-yl-urea), CN(S(=O)(=O)Cl)C (dimethylsulfamoyl chloride). The product is CN(S(=O)(=O)N1CCC(CC1)N(C(=O)NC=1SC(=CN1)Cl)[C@@H]1CC[C@H](CC1)C)C (4-[3-(5-Chloro-thiazol-2-yl)-1-(trans-4-methyl-cyclohexyl)-ureido]-piperidine-1-sulfonic acid dimethylamide). As a reaction SMILES: [Cl:1][C:2]1[S:6][C:5]([NH:7][C:8](=[O:23])[N:9]([C@H:16]2[CH2:21][CH2:20][C@H:19]([CH3:22])[CH2:18][CH2:17]2)[CH:10]2[CH2:15][CH2:14][NH:13][CH2:12][CH2:11]2)=[N:4][CH:3]=1.[CH3:24][N:25]([CH3:30])[S:26](Cl)(=[O:28])=[O:27]>>[CH3:24][N:25]([CH3:30])[S:26]([N:13]1[CH2:12][CH2:11][CH:10]([N:9]([C@H:16]2[CH2:21][CH2:20][C@H:19]([CH3:22])[CH2:18][CH2:17]2)[C:8]([NH:7][C:5]2[S:6][C:2]([Cl:1])=[CH:3][N:4]=2)=[O:23])[CH2:15][CH2:14]1)(=[O:28])=[O:27]. Procedure details: Prepared in a similar manner to Example 554 using 3-(5-chloro-thiazol-2-yl)-1-(trans-4-methyl-cyclohexyl)-1-piperidin-4-yl-urea and dimethylsulfamoyl chloride